Dataset: the Open Reaction Database (ORD), a public repository of structured organic reaction records. Task: describe an organic reaction: reactants, conditions, products, and yield Reported procedure: 1,2,3,5,6-Penta-O-propanoyl-β-D-glucofuranose (1.0 g, 2.2 mmol) and phenol (0.41 g, 4.3 mmol) were dissolved in CH2Cl2 (10 mL) and boron trifluoride diethyl etherate (134 μL, 1.1 mmol) was added dropwise. The solution was left at room temperature overnight by which time the reaction was complete by TLC. The reaction mixture was washed with saturated aqueous NaHCO3 (30 mL), water, dried (MgSO4) and concentrated in vacuo. Flash silica chromatography of the residue, eluting with 15% ethyl acetate i... The solvent is C(Cl)Cl (CH2Cl2). Reaction conditions: time 8 hour. The reactants are C(CC)(=O)O[C@H]1[C@H](OC(CC)=O)[C@@H](OC(CC)=O)[C@H](O1)[C@H](OC(CC)=O)COC(CC)=O (1,2,3,5,6-Penta-O-propanoyl-β-D-glucofuranose), C1(=CC=CC=C1)O (phenol), B(F)(F)F.CCOCC (boron trifluoride diethyl etherate). Yield: 75.7%. As a reaction SMILES: C(O[C@@H:6]1[O:20][C@H:19]([C@@H:21]([CH2:27][O:28][C:29](=[O:32])[CH2:30][CH3:31])[O:22][C:23](=[O:26])[CH2:24][CH3:25])[C@H:13]([O:14][C:15](=[O:18])[CH2:16][CH3:17])[C@H:7]1[O:8][C:9](=[O:12])[CH2:10][CH3:11])(=O)CC.[C:33]1([OH:39])[CH:38]=[CH:37][CH:36]=[CH:35][CH:34]=1.B(F)(F)F.CCOCC>C(Cl)Cl>[C:9]([O:8][C@@H:7]1[C@@H:13]([O:14][C:15](=[O:18])[CH2:16][CH3:17])[C@@H:19]([C@@H:21]([CH2:27][O:28][C:29](=[O:32])[CH2:30][CH3:31])[O:22][C:23](=[O:26])[CH2:24][CH3:25])[O:20][C@H:6]1[O:39][C:33]1[CH:38]=[CH:37][CH:36]=[CH:35][CH:34]=1)(=[O:12])[CH2:10][CH3:11] |f:2.3|. The product is C(CC)(=O)O[C@H]1[C@H](OC2=CC=CC=C2)O[C@@H]([C@@H]1OC(CC)=O)[C@H](OC(CC)=O)COC(CC)=O (phenyl 2,3,5,6-tetra-O-propanoyl-β-D-glucofuranoside). Starting materials: CCOP(=O)(CC#N)OCC (diethyl cyanomethyl phosphonate), C[O-].[Na+] (sodium methylate), O=C(C)CCN1S(=O)(=O)C2=CC=CC=C2C1=O (N-(2-oxobut-4-yl)-saccharin). Solvent: CN(C=O)C (dimethylformamide). Yields the product O=S1(N(C(C2=C1C=CC=C2)=O)CCC(=CC#N)C)=O (4-(2,3-dihydro-1,1-dioxido-3-oxo-1,2-benzisothiazol-2-yl)-1-cyano-2-methylbut-1-ene). Isolated yield 20.0%. Reaction SMILES: CCOP(OCC)(C[C:7]#[N:8])=O.[CH3:12][O-].[Na+].O=[C:16]([CH2:18][CH2:19][N:20]1[C:30](=[O:31])[C:29]2[C:24](=[CH:25][CH:26]=[CH:27][CH:28]=2)[S:21]1(=[O:23])=[O:22])[CH3:17]>CN(C)C=O>[O:22]=[S:21]1(=[O:23])[C:24]2[CH:25]=[CH:26][CH:27]=[CH:28][C:29]=2[C:30](=[O:31])[N:20]1[CH2:19][CH2:18][C:16]([CH3:12])=[CH:17][C:7]#[N:8] |f:1.2|. Reported procedure: 9.5 g (54 millimoles) of diethyl cyanomethyl phosphonate and 8.7 g (48 millimoles) of 30% strength sodium methylate were simultaneously added dropwise to 10.0 g (40 millimoles) of N-(2-oxobut-4-yl)-saccharin in 150 ml of absolute dimethylformamide, while stirring thoroughly. The reaction mixture was stirred for a further 5 hours at 40° C., after which the contents of the flask were poured onto ice-water, and the precipitated crystals were filtered off under suction and recrystallized from ethano... The reactants are C(C)OC(=O)C=1N(C(=NC1Cl)C1=CC=CC2=CC=CC=C12)CC (5-Chloro-3-ethyl-2-naphthalen-1-yl-3H-imidazole-4-carboxylic acid ethyl ester), C1CCOC1 (THF), C1CCOC1 (THF), [OH-].[Li+] (lithium hydroxide). Solvent: O (water). Run at temperature 50 celsius. Yields the product ClC1=C(N(C(=N1)C1=CC=CC2=CC=CC=C12)CC)C(=O)O (5-chloro-3-ethyl-2-naphthalen-1-yl-3H-imidazole-4-carboxylic acid). RXN SMILES: C([O:3][C:4]([C:6]1[N:7]([CH2:22][CH3:23])[C:8]([C:12]2[C:21]3[C:16](=[CH:17][CH:18]=[CH:19][CH:20]=3)[CH:15]=[CH:14][CH:13]=2)=[N:9][C:10]=1[Cl:11])=[O:5])C.C1COCC1.[OH-].[Li+]>O>[Cl:11][C:10]1[N:9]=[C:8]([C:12]2[C:21]3[C:16](=[CH:17][CH:18]=[CH:19][CH:20]=3)[CH:15]=[CH:14][CH:13]=2)[N:7]([CH2:22][CH3:23])[C:6]=1[C:4]([OH:5])=[O:3] |f:2.3|. Procedure: 5-Chloro-3-ethyl-2-naphthalen-1-yl-3H-imidazole-4-carboxylic acid ethyl ester (62 g, 35 mmol) is dissolved in. THF (10 ml), and aqueous lithium hydroxide solution (2.0 N, 6.35 ml, 2.0 eq.) is added. The mixture is heated at 50° C. overnight. THF is stripped off under reduced pressure, and the residue is diluted with water (10 ml) and basified to pH=4=5. The solid precipitate is collected, washed with water and ether, and dried under high vacuum to give the title compound. LCMS 301 (M+1). Starting materials: CCOC(=O)CCc1cn(Cc2ccc(C(=O)O)cc2)nc1-c1ccccc1, CN(C)C=O, NCc1ccc(C(F)(F)F)cc1, O, O, On1nnc2ccccc21. The product is CCOC(=O)CCc1cn(Cc2ccc(C(=O)NCc3ccc(C(F)(F)F)cc3)cc2)nc1-c1ccccc1. Reaction SMILES: [CH2:1]([CH3:2])[O:3][C:4](=[O:5])[CH2:6][CH2:7][c:8]1[c:9](-[c:23]2[cH:24][cH:25][cH:26][cH:27][cH:28]2)[n:10][n:11]([CH2:13][c:14]2[cH:15][cH:16][c:17]([C:18](=[O:19])[OH:20])[cH:21][cH:22]2)[cH:12]1.[CH3:52][N:53]([CH3:54])[CH:55]=[O:56].[F:29][C:30]([c:31]1[cH:32][cH:33][c:34]([CH2:35][NH2:36])[cH:37][cH:38]1)([F:39])[F:40].[OH2:41].[OH2:57].[OH:42][n:43]1[c:44]2[cH:45][cH:46][cH:47][cH:48][c:49]2[n:50][n:51]1>>[CH2:1]([CH3:2])[O:3][C:4](=[O:5])[CH2:6][CH2:7][c:8]1[c:9](-[c:23]2[cH:24][cH:25][cH:26][cH:27][cH:28]2)[n:10][n:11]([CH2:13][c:14]2[cH:15][cH:16][c:17]([C:18](=[O:19])[NH:36][CH2:35][c:34]3[cH:33][cH:32][c:31]([C:30]([F:29])([F:39])[F:40])[cH:38][cH:37]3)[cH:21][cH:22]2)[cH:12]1. Reactants: [N+](=O)([O-])C1=C2C(C3CC=CCC3C(C2=CC=C1)=O)=O (5-nitro-1,4,4a,9a-tetrahydroanthraquinone), O (water). The solvent is COCCO (methylcellosolve). Conditions: temperature 40 celsius. Product: NC1=CC=CC=2C(C3=CC=CC=C3C(C12)=O)=O (1-aminoanthraquinone). RXN SMILES: [N+:1]([C:4]1[CH:17]=[CH:16][CH:15]=[C:14]2[C:5]=1[C:6](=[O:19])[CH:7]1[CH:12]([C:13]2=[O:18])[CH2:11][CH:10]=[CH:9][CH2:8]1)([O-])=O.O>COCCO>[NH2:1][C:4]1[C:5]2[C:6](=[O:19])[C:7]3[C:12](=[CH:11][CH:10]=[CH:9][CH:8]=3)[C:13](=[O:18])[C:14]=2[CH:15]=[CH:16][CH:17]=1. Procedure details: Mixtures of each 5.0 parts of 5-nitro-1,4,4a,9a-tetrahydroanthraquinone with 30 parts of water, 70 parts of methylcellosolve and reducing agents and basic compounds, of kinds and in amounts as indicated in the following Table 4, were stirred at 90°-100°C for times, as indicated in the Table 4, then cooled to 40°C and filtered to recover crystals. The crystals were washed with water and dried under reduced pressure. In all of these Examples, the products were confirmed by infrared absorption spec... Procedure details: To 13.51 g of methyl 4-(2-cyclohexyl-1H-imidazol-1-yl)-2-methoxy-5-nitrobenzoate as synthesized in above Production Example 27, acetic acid 55 mL and water 55 mL were added and heated to form a solution, to which 22.59 g of 87% sodium hyposulfite was added little by little, followed by heating under reflux for 3.2 hours. The reaction liquid was cooled with ice, to which ethyl acetate and tetrahydrofuran were added, and it was rendered weakly alkaline by addition of 25% aqueous ammonia little by ... Run in O (water), O1CCCC1 (tetrahydrofuran), C(C)(=O)OCC (ethyl acetate). The reactants are C1(CCCCC1)C=1N(C=CN1)C1=CC(=C(C(=O)OC)C=C1[N+](=O)[O-])OC (methyl 4-(2-cyclohexyl-1H-imidazol-1-yl)-2-methoxy-5-nitrobenzoate), C(C)(=O)O (acetic acid), N (ammonia), [O-]S(=O)(=S)[O-].[Na+].[Na+] (sodium hyposulfite). RXN SMILES: [CH:1]1([C:7]2[N:8]([C:12]3[C:21]([N+:22]([O-])=O)=[CH:20][C:15]([C:16]([O:18][CH3:19])=[O:17])=[C:14]([O:25][CH3:26])[CH:13]=3)[CH:9]=[CH:10][N:11]=2)[CH2:6][CH2:5][CH2:4][CH2:3][CH2:2]1.C(O)(=O)C.[O-]S([O-])(=S)=O.[Na+].[Na+].N>O1CCCC1.C(OCC)(=O)C.O>[NH2:22][C:21]1[C:12]([N:8]2[CH:9]=[CH:10][N:11]=[C:7]2[CH:1]2[CH2:6][CH2:5][CH2:4][CH2:3][CH2:2]2)=[CH:13][C:14]([O:25][CH3:26])=[C:15]([CH:20]=1)[C:16]([O:18][CH3:19])=[O:17] |f:2.3.4|. Product: NC=1C(=CC(=C(C(=O)OC)C1)OC)N1C(=NC=C1)C1CCCCC1 (Methyl 5-amino-4-(2-cyclohexyl-1H-imidazol-1-yl)-2-methoxybenzoate). Isolated yield 73.7%. Reactants: O=C(OCCOCCl)c1ccccc1, O=C([O-])[O-], CN(C)C=O, [K+], [K+], Nc1nc(Cl)c2[nH]cnc2n1, O. Product: Nc1nc(Cl)c2ncn(COCCOC(=O)c3ccccc3)c2n1. RXN SMILES: [C:18]([c:19]1[cH:20][cH:21][cH:22][cH:23][cH:24]1)(=[O:25])[O:26][CH2:27][CH2:28][O:29][CH2:30][Cl:31].[C:1](=[O:2])([O-:3])[O-:4].[CH3:33][N:34]([CH3:35])[CH:36]=[O:37].[K+:5].[K+:6].[NH2:7][c:8]1[n:9][c:10]([Cl:17])[c:11]2[nH:12][cH:13][n:14][c:15]2[n:16]1.[OH2:32]>>[NH2:7][c:8]1[n:9][c:10]([Cl:17])[c:11]2[n:12][cH:13][n:14]([CH2:30][O:29][CH2:28][CH2:27][O:26][C:18]([c:19]3[cH:20][cH:21][cH:22][cH:23][cH:24]3)=[O:25])[c:15]2[n:16]1.